From a dataset of the Open Reaction Database (ORD), a public repository of structured organic reaction records. describe an organic reaction: reactants, conditions, products, and yield The reactants are C(C)(C)N1CCC(C2=CC=C(C=C12)NC1=CC=C(C(=O)[O-])C=C1)(C)C (4-[(1-isopropyl-4,4-dimethyl-1,2,3,4-tetrahydroquinolin-7-yl)amino]benzoate), C(C)(C)N1CCC(C2=CC=C(C=C12)NC1=CC=C(C(=O)[O-])C=C1)(C)C (4-[(1-isopropyl-4,4-dimethyl-1,2,3,4-tetrahydroquinolin-7-yl)amino]benzoate), C1CC1C(C#N)O (cyclopropylcarboxaldehyde), C(#N)[BH3-].[Na+] (sodium cyanoborohydride), C(C)(=O)O (acetic acid). Product: C(C)(C)N1CCC(C2=CC=C(C=C12)N(C1=CC=C(C(=O)OCC)C=C1)CC1CC1)(C)C (Ethyl 4-[(1-isopropyl-4,4-dimethyl-1,2,3,4-tetrahydro-quinolin-7-yl)(cyclopropylmethyl)amino]benzoate). The solvent is C(C)#N (acetonitrile). Yield: 75.0%. Reaction SMILES: [CH:1]([N:4]1[C:13]2[C:8](=[CH:9][CH:10]=[C:11]([NH:14][C:15]3[CH:23]=[CH:22][C:18]([C:19]([O-:21])=[O:20])=[CH:17][CH:16]=3)[CH:12]=2)[C:7]([CH3:25])([CH3:24])[CH2:6][CH2:5]1)([CH3:3])[CH3:2].[CH2:26]1[CH:28]([CH:29](O)C#N)[CH2:27]1.C([BH3-])#N.[Na+].[C:37](O)(=O)[CH3:38]>C(#N)C>[CH:1]([N:4]1[C:13]2[C:8](=[CH:9][CH:10]=[C:11]([N:14]([CH2:29][CH:28]3[CH2:27][CH2:26]3)[C:15]3[CH:16]=[CH:17][C:18]([C:19]([O:21][CH2:37][CH3:38])=[O:20])=[CH:22][CH:23]=3)[CH:12]=2)[C:7]([CH3:25])([CH3:24])[CH2:6][CH2:5]1)([CH3:3])[CH3:2] |f:2.3|. Reported procedure: A solution of 4-[(1-isopropyl-4,4-dimethyl-1,2,3,4-tetrahydroquinolin-7-yl)amino]benzoate (Compound 34, 9.4 mg, 0.0256 mmol), cyclopropylcarboxaldehyde (8.99 mg, 0.1282 mmol), sodium cyanoborohydride (8.06 mg, 0.1282 mmol), acetic acid (0.125 mL), and acetonitrile (1 mL) was stirred at room temperature for 3 days. The solvent was removed and the residue was purified by silica gel chromatography (10% ethyl acetate in hexane, Rf=0.48) to give the title compound (8.03 mg, 75%) as a solid: PNMR (300... Starting materials: C1(CC1)C1=CC2=C(N(N=C2C=C1NS(=O)(=O)C)C1=CC=C(C=C1)OC1=CC=C(C=C1)F)C(=O)NC (5-cyclopropyl-2-[4-(4-fluorophenoxy)phenyl]-N-methyl-6-[(methylsulfonyl)amino]-2H-indazole-3-carboxamide), C([O-])([O-])=O.[K+].[K+] (potassium carbonate), BrCCO (2-bromoethanol). The solvent is CCOC(=O)C (EtOAc), C(C)#N (ACN). Conditions: temperature 80 celsius, time 16 hour. Yields the product C1(CC1)C1=CC2=C(N(N=C2C=C1N(S(=O)(=O)C)CCO)C1=CC=C(C=C1)OC1=CC=C(C=C1)F)C(=O)NC (5-cyclopropyl-2-[4-(4-fluorophenoxy)phenyl]-6-[(2-hydroxyethyl)-(methylsulfonyl)amino]-N-methyl-2H-indazole-3-carboxamide). Yield: 34.7%. As a reaction SMILES: [CH:1]1([C:4]2[C:12]([NH:13][S:14]([CH3:17])(=[O:16])=[O:15])=[CH:11][C:10]3[C:6](=[C:7]([C:32]([NH:34][CH3:35])=[O:33])[N:8]([C:18]4[CH:23]=[CH:22][C:21]([O:24][C:25]5[CH:30]=[CH:29][C:28]([F:31])=[CH:27][CH:26]=5)=[CH:20][CH:19]=4)[N:9]=3)[CH:5]=2)[CH2:3][CH2:2]1.C(=O)([O-])[O-].[K+].[K+].Br[CH2:43][CH2:44][OH:45]>C(#N)C.CCOC(C)=O>[CH:1]1([C:4]2[C:12]([N:13]([CH2:43][CH2:44][OH:45])[S:14]([CH3:17])(=[O:16])=[O:15])=[CH:11][C:10]3[C:6](=[C:7]([C:32]([NH:34][CH3:35])=[O:33])[N:8]([C:18]4[CH:19]=[CH:20][C:21]([O:24][C:25]5[CH:26]=[CH:27][C:28]([F:31])=[CH:29][CH:30]=5)=[CH:22][CH:23]=4)[N:9]=3)[CH:5]=2)[CH2:2][CH2:3]1 |f:1.2.3|. Procedure details: To a solution of Compound (2) (13 mg, 26 μmol) in ACN (1 mL) was added potassium carbonate (7.3 mg, 52 μmol) followed by 2-bromoethanol (5.6 μL, 79 μmol). The mixture was then stirred at 80° C. for 16 h (monitored by LCMS). The mixture was cooled to RT, diluted with EtOAc (3 mL), washed with water (1 mL) and brine (2 mL). The organic phase was dried (MgSO4) and the solvent was removed in vacuo. The crude mixture was purified by preparative HPLC to give Compound (3) (4.86 mg, 34%) as a white powd... The reactants are COC1=C(C=CC(=C1)OC)C=CC(=O)C1=CC=C(C=C1)O (2,4-dimethoxy-4′-hydroxychalcone), C([O-])([O-])=O.[K+].[K+] (potassium carbonate), ClCCC(C(=O)[O-])(C)C (chloromethylpivalate), [I-].[Na+] (sodium iodide). Conditions: time 30 minute. The solvent is CC(=O)C (acetone). Yield: 120.5%. Reported procedure: An acetonic solution of iodomethyl pivalate was prepared by allowing 0.29 g (2.1 mmol) of chloromethylpivalate to react for 30 min with 0.15 g (5.7 mmol) of sodium iodide dissolved in 10 ml of dry acetone. The acetonic solution was decanted from the precipitated sodium chloride and added to a suspension of 0.57 g (2 mmol) of 2,4-dimethoxy-4′-hydroxychalcone and 0.5 g (3.7 mmol) of potassium carbonate, which had previously been stirred under argon atmosphere for 30 min. The combined mixtures were... As a reaction SMILES: ClC[CH2:3][C:4]([CH3:9])([CH3:8])[C:5]([O-:7])=[O:6].[I-:10].[Na+].[CH3:12][O:13][C:14]1[CH:19]=[C:18]([O:20][CH3:21])[CH:17]=[CH:16][C:15]=1[CH:22]=[CH:23][C:24]([C:26]1[CH:31]=[CH:30][C:29]([OH:32])=[CH:28][CH:27]=1)=[O:25].[C:33](=O)([O-])[O-:34].[K+].[K+]>CC(C)=O>[C:5]([O:7][CH2:12][I:10])(=[O:6])[C:4]([CH3:9])([CH3:8])[CH3:3].[CH3:12][O:13][C:14]1[C:19]([O:34][CH3:33])=[C:18]([O:20][CH3:21])[CH:17]=[CH:16][C:15]=1[CH:22]=[CH:23][C:24]([C:26]1[CH:27]=[CH:28][C:29]([O:32][C:5](=[O:6])[C:4]([CH3:9])([CH3:8])[CH3:3])=[CH:30][CH:31]=1)=[O:25] |f:1.2,4.5.6|. The product is C(C(C)(C)C)(=O)OCI (iodomethyl pivalate), COC1=C(C=CC(=C1OC)OC)C=CC(=O)C1=CC=C(C=C1)OC(C(C)(C)C)=O (2,4-dimethoxy-4′-pivaloyloxy-methoxychalcone). Starting materials: C=Cc1cc(Br)cc2c1OC(C)(C)CC2(C)C, CCOCC, C=[N+]=[N-]. The product is CC1(C)CC(C)(C)c2cc(Br)cc(C3CC3)c2O1. As a reaction SMILES: [Br:1][c:2]1[cH:3][c:4]2[c:9]([c:10]([CH:12]=[CH2:13])[cH:11]1)[O:8][C:7]([CH3:14])([CH3:15])[CH2:6][C:5]2([CH3:16])[CH3:17].[CH3:21][CH2:22][O:23][CH2:24][CH3:25].[N+:18](=[N-:19])=[CH2:20]>>[Br:1][c:2]1[cH:3][c:4]2[c:9]([c:10]([CH:12]3[CH2:13][CH2:20]3)[cH:11]1)[O:8][C:7]([CH3:14])([CH3:15])[CH2:6][C:5]2([CH3:16])[CH3:17].